Task: describe an organic reaction: reactants, conditions, products, and yield. Dataset: the Open Reaction Database (ORD), a public repository of structured organic reaction records The reactants are CO, Cl, COC(=O)c1cccc2c(F)c(O)ccc12, [Na+], [OH-], O. Product: O=C(O)c1cccc2c(F)c(O)ccc12. As a reaction SMILES: [CH3:21][OH:22].[ClH:19].[F:3][c:4]1[c:5]2[cH:6][cH:7][cH:8][c:9]([C:15](=[O:16])[O:17][CH3:18])[c:10]2[cH:11][cH:12][c:13]1[OH:14].[Na+:2].[OH-:1].[OH2:20]>>[F:3][c:4]1[c:5]2[cH:6][cH:7][cH:8][c:9]([C:15](=[O:16])[OH:17])[c:10]2[cH:11][cH:12][c:13]1[OH:14].